Dataset: the Open Reaction Database (ORD), a public repository of structured organic reaction records. Task: describe an organic reaction: reactants, conditions, products, and yield Starting materials: C(C1=CC=CC=C1)OC1=CC(=C(C=C1)O)F (4-benzyloxy-2-fluorophenol), C(Cl)C1CO1 (epichlorhydrin), N1CCCCC1 (piperidine). Run at time 1 hour. Product: C(C1=CC=CC=C1)OC1=CC(=C(C=C1)OCC1CO1)F (4-benzyloxy-1-(2,3-epoxypropoxy)-2-fluorobenzene). As a reaction SMILES: [CH2:1]([O:8][C:9]1[CH:14]=[CH:13][C:12]([OH:15])=[C:11]([F:16])[CH:10]=1)[C:2]1[CH:7]=[CH:6][CH:5]=[CH:4][CH:3]=1.[CH2:17]([CH:19]1[O:21][CH2:20]1)Cl.N1CCCCC1>>[CH2:1]([O:8][C:9]1[CH:14]=[CH:13][C:12]([O:15][CH2:17][CH:19]2[O:21][CH2:20]2)=[C:11]([F:16])[CH:10]=1)[C:2]1[CH:3]=[CH:4][CH:5]=[CH:6][CH:7]=1. Procedure details: 4.0 g of 4-benzyloxy-2-fluorophenol is reacted with 10 g epichlorhydrin and 0.2 ml piperidine for 90 minutes at 100°. After removal of the volatile material, 40 ml tetrahydrofuran and 20 ml 2M NaOH is added. After 1 hour stirring the solvent is evaporated and the residue partitioned between methylenechloride and water. The organic phase is purified over silica gel with toluene giving 4-benzyloxy-1-(2,3-epoxypropoxy)-2-fluorobenzene (colourless oil). Starting materials: FC(F)(F)c1ccc(CBr)c(Br)c1, O=Cc1ccc2[nH]ncc2c1. Yields the product O=Cc1ccc2c(cnn2Cc2ccc(C(F)(F)F)cc2Br)c1. As a reaction SMILES: [Br:12][c:13]1[c:14]([CH2:23][Br:24])[cH:15][cH:16][c:17]([C:19]([F:20])([F:21])[F:22])[cH:18]1.[nH:1]1[n:2][cH:3][c:4]2[cH:5][c:6]([CH:10]=[O:11])[cH:7][cH:8][c:9]12>>[n:1]1([CH2:23][c:14]2[c:13]([Br:12])[cH:18][c:17]([C:19]([F:20])([F:21])[F:22])[cH:16][cH:15]2)[n:2][cH:3][c:4]2[cH:5][c:6]([CH:10]=[O:11])[cH:7][cH:8][c:9]12.